Dataset: the Open Reaction Database (ORD), a public repository of structured organic reaction records. Task: describe an organic reaction: reactants, conditions, products, and yield Starting materials: BrC=1C=CC=2C(C3=CC=CC=C3OC2C1)=C1CC2CCC(C1)N2C(C(F)(F)F)=O (1-[3-(3-Bromoxanthen-9-ylidene)-8-aza-bicyclo[3.2.1]oct-8-yl]-2,2,2-trifluoroethanone), CCOC(=O)C (EtOAc), C(C)N(C(=O)C=1C=CC=2C(C3=CC=CC=C3OC2C1)=C1CC2CCC(C1)N2)CC (9-(8-aza-bicyclo[3.2.1]oct-3-ylidene)-9H-xanthene-3-carboxylic acid diethylamide), C(C)N(C(=O)C=1C=CC=2C(C3=CC=CC=C3OC2C1)=C1CC2CCC(C1)N2)CC (9-(8-Aza-bicyclo[3.2.1]oct-3-ylidene)-9H-xanthene-3-carboxylic acid diethylamide). Solvent: CCCCCCC (heptane). The product is BrC=1C=CC=2C(C3=CC=CC=C3OC2C1)C1CC2CCC(C1)N2C(C(F)(F)F)=O (1-[3-(3-Bromo-9H-xanthen-9-yl)-8-aza-bicyclo[3.2.1]oct-8-yl]-2,2,2-trifluoro-ethanone). RXN SMILES: [Br:1][C:2]1[CH:3]=[CH:4][C:5]2[C:6](=[C:16]3[CH2:22][CH:21]4[N:23]([C:24](=[O:29])[C:25]([F:28])([F:27])[F:26])[CH:18]([CH2:19][CH2:20]4)[CH2:17]3)[C:7]3[C:12]([O:13][C:14]=2[CH:15]=1)=[CH:11][CH:10]=[CH:9][CH:8]=3.C(N(CC)C(C1C=CC2C(=C3CC4NC(CC4)C3)C3C(OC=2C=1)=CC=CC=3)=O)C.CCOC(C)=O>CCCCCCC>[Br:1][C:2]1[CH:3]=[CH:4][C:5]2[CH:6]([CH:16]3[CH2:22][CH:21]4[N:23]([C:24](=[O:29])[C:25]([F:26])([F:28])[F:27])[CH:18]([CH2:19][CH2:20]4)[CH2:17]3)[C:7]3[C:12]([O:13][C:14]=2[CH:15]=1)=[CH:11][CH:10]=[CH:9][CH:8]=3. Procedure: Using an adaptation of the method described in Procedure 9, substituting 1-[3-(3-bromoxanthen-9-ylidene)-8-aza-bicyclo[3.2.1]oct-8-yl]-2,2,2-trifluoro-ethanone, 1j for 9-(8-aza-bicyclo[3.2.1]oct-3-ylidene)-9H-xanthene-3-carboxylic acid diethylamide, 8a, the title compound 1-[3-(3-bromo-9H-xanthen-9-yl)-8-aza-bicyclo[3.2.1]oct-8-yl]-2,2,2-trifluoro-ethanone, 2j was obtained after puirification via flash column chromatography (eluent gradient: 5% to 25% EtOAc in heptane). MS m/z (MH+) 465.8. Run in C(C)O (ethanol). Procedure: A solution of 400 mg (1.44 mM) of 4-chloro-6,7-diethoxy-quinoline-3-carbonitrile and 258 mg (1.88 mM) of 6-Aminoindoline dihydrochloride salt in 10 ml of ethanol was refluxed for 3 hours. To the warm solution was added 1 ml of 1M sodium carbonate and the sample was heated for 5 minutes at 100° C., then poured into 300 ml of ice water. The solid was collected, washed with water followed by ether and dried under vacuum at 80° C. The solid was dissolved in 50/50 methanol/chloroform and dried onto s... RXN SMILES: Cl[C:2]1[C:11]2[C:6](=[CH:7][C:8]([O:15][CH2:16][CH3:17])=[C:9]([O:12][CH2:13][CH3:14])[CH:10]=2)[N:5]=[CH:4][C:3]=1[C:18]#[N:19].Cl.Cl.[NH2:22][C:23]1[CH:31]=[C:30]2[C:26]([CH2:27][CH2:28][NH:29]2)=[CH:25][CH:24]=1.C(=O)([O-])[O-].[Na+].[Na+]>C(O)C>[NH:29]1[C:30]2[C:26](=[CH:25][CH:24]=[C:23]([NH:22][C:2]3[C:11]4[C:6](=[CH:7][C:8]([O:15][CH2:16][CH3:17])=[C:9]([O:12][CH2:13][CH3:14])[CH:10]=4)[N:5]=[CH:4][C:3]=3[C:18]#[N:19])[CH:31]=2)[CH2:27][CH2:28]1 |f:1.2.3,4.5.6|. Yield: 106.3%. Reactants: ice water, ClC1=C(C=NC2=CC(=C(C=C12)OCC)OCC)C#N (4-chloro-6,7-diethoxy-quinoline-3-carbonitrile), Cl.Cl.NC1=CC=C2CCNC2=C1 (6-Aminoindoline dihydrochloride salt), C([O-])([O-])=O.[Na+].[Na+] (sodium carbonate). Yields the product N1CCC2=CC=C(C=C12)NC1=C(C=NC2=CC(=C(C=C12)OCC)OCC)C#N (4-(2,3-Dihydro-1H-indol-6-ylamino)-6,7-diethoxy-quinoline-3-carbonitrile). Conditions: temperature 100 celsius. Reactants: C(C1=CC=CC=C1)OC(=O)N[C@H](C(=O)N1[C@@H](CCC1)C(=O)OC(C)(C)C)CC1=CC=C(C=C1)C1=NC=C(C=N1)C1=CC=C(C=C1)OCCCCCCC ((S)-tert-butyl 1-((S)-2-(((benzyloxy)carbonyl)amino)-3-(4-(5-(4-(heptyloxy)phenyl)pyrimidin-2-yl)phenyl)propanoyl)pyrrolidine-2-carboxylate), [H][H] (hydrogen). Reagents/catalysts: [Pd] (Pd/C). The solvent is C1CCOC1 (THF). Yields the product N[C@H](C(=O)N1[C@@H](CCC1)C(=O)OC(C)(C)C)CC1=CC=C(C=C1)C1=NC=C(C=N1)C1=CC=C(C=C1)OCCCCCCC ((S)-tert-butyl 1-((S)-2-amino-3-(4-(5-(4-(heptyloxy)phenyl)pyrimidin-2-yl)phenyl)propanoyl)pyrrolidine-2-carboxylate). The yield is 87.2%. Reaction SMILES: C(OC([NH:11][C@@H:12]([CH2:27][C:28]1[CH:33]=[CH:32][C:31]([C:34]2[N:39]=[CH:38][C:37]([C:40]3[CH:45]=[CH:44][C:43]([O:46][CH2:47][CH2:48][CH2:49][CH2:50][CH2:51][CH2:52][CH3:53])=[CH:42][CH:41]=3)=[CH:36][N:35]=2)=[CH:30][CH:29]=1)[C:13]([N:15]1[CH2:19][CH2:18][CH2:17][C@H:16]1[C:20]([O:22][C:23]([CH3:26])([CH3:25])[CH3:24])=[O:21])=[O:14])=O)C1C=CC=CC=1.[H][H]>C1COCC1.[Pd]>[NH2:11][C@@H:12]([CH2:27][C:28]1[CH:33]=[CH:32][C:31]([C:34]2[N:39]=[CH:38][C:37]([C:40]3[CH:45]=[CH:44][C:43]([O:46][CH2:47][CH2:48][CH2:49][CH2:50][CH2:51][CH2:52][CH3:53])=[CH:42][CH:41]=3)=[CH:36][N:35]=2)=[CH:30][CH:29]=1)[C:13]([N:15]1[CH2:19][CH2:18][CH2:17][C@H:16]1[C:20]([O:22][C:23]([CH3:26])([CH3:25])[CH3:24])=[O:21])=[O:14]. Reported procedure: Prepared using General Procedure 18: A solution of (S)-tert-butyl 1-((S)-2-(((benzyloxy)carbonyl)amino)-3-(4-(5-(4-(heptyloxy)phenyl)pyrimidin-2-yl)phenyl)propanoyl)pyrrolidine-2-carboxylate (436 mg, 0.6 mmol) in THF (25 mL) was hydrogenated in the H-Cube using a 10% Pd/C CatCart at 60° C. (Full hydrogen, 1 mL/min). The reaction mixture was passed over the catalyst a second time at 65° C. The solvent was removed to give 307 mg (83%) of (S)-tert-butyl 1-((S)-2-amino-3-(4-(5-(4-(heptyloxy)phenyl)p... Run at temperature -78 celsius. As a reaction SMILES: [CH3:1][CH:2]([CH3:13])[CH:3]([O:7][CH2:8][CH2:9][O:10][CH2:11][CH3:12])/[CH:4]=[CH:5]/I.C([Li:18])(C)(C)C>CCOCC.CCCCC>[Li:18]/[CH:5]=[CH:4]/[CH:3]([O:7][CH2:8][CH2:9][O:10][CH2:11][CH3:12])[CH:2]([CH3:13])[CH3:1]. Run in CCCCC (pentane), CCOCC (ether). The product is lithio-anion, [Li]\C=C\C(C(C)C)OCCOCC (1-lithio-trans-4-methyl-3α-ethoxyethoxy-1-pentene). The reactants are CC(C(/C=C/I)OCCOCC)C (trans-4-methyl-3α-ethoxyethoxy-1 -iodopentene), C(C)(C)(C)[Li] (t-butyllithium). Procedure: 2.50 g (8.40 mmol) of trans-4-methyl-3α-ethoxyethoxy-1 -iodopentene was dissolved in 57 ml of anhydrous ether and cooled to -78° C. with stirring under argon atmosphere. To this solution 13.7 ml of 1.23 N t-butyllithium in pentane was injected. The resulting solution was stirred for 2.75 hours at -78° C. under argon atmosphere, yielding the lithio-anion, 1-lithio-trans-4-methyl-3α-ethoxyethoxy-1-pentene. The lithio-anion was added to a solution of 0.44 g hexamethylenephosphorous triamide copper ...